From a dataset of the Open Reaction Database (ORD), a public repository of structured organic reaction records. describe an organic reaction: reactants, conditions, products, and yield Reactants: C(C)(C)(C)OC(CN1C2=C(N3C(=NN=C3CC1=O)C1=CC=CC=C1)C=CC=C2)=O ((5-oxo-1-phenyl-4,5-dihydro-2,3,6,10b-tetraaza-benzo[e]azulen-6-yl)-acetic acid tert-butyl ester), N1C=C(C2=CC=CC=C12)C=O (1H-indole-3-carbaldehyde), N1CCCCC1 (piperidine). Solvent: C1(=CC=CC=C1)C (toluene). Reaction conditions: temperature 110 celsius, time 24 hour. The product is C(C)(C)(C)OC(CN1C2=C(N3C(=NN=C3C(C1=O)=CC1=CNC3=CC=CC=C13)C1=CC=CC=C1)C=CC=C2)=O ([4-(1H-indol-3-ylmethylene)-5-oxo-1-phenyl-4,5-dihydro-2,3,6,10b-tetraaza-benzo[e]azulen-6-yl]-acetic acid tert-butyl ester). Yield: 133.4%. RXN SMILES: [C:1]([O:5][C:6](=[O:29])[CH2:7][N:8]1[C:17](=[O:18])[CH2:16][C:15]2[N:11]([C:12]([C:19]3[CH:24]=[CH:23][CH:22]=[CH:21][CH:20]=3)=[N:13][N:14]=2)[C:10]2[CH:25]=[CH:26][CH:27]=[CH:28][C:9]1=2)([CH3:4])([CH3:3])[CH3:2].[NH:30]1[C:38]2[C:33](=[CH:34][CH:35]=[CH:36][CH:37]=2)[C:32]([CH:39]=O)=[CH:31]1.N1CCCCC1>C1(C)C=CC=CC=1>[C:1]([O:5][C:6](=[O:29])[CH2:7][N:8]1[C:17](=[O:18])[C:16](=[CH:39][C:32]2[C:33]3[C:38](=[CH:37][CH:36]=[CH:35][CH:34]=3)[NH:30][CH:31]=2)[C:15]2[N:11]([C:12]([C:19]3[CH:24]=[CH:23][CH:22]=[CH:21][CH:20]=3)=[N:13][N:14]=2)[C:10]2[CH:25]=[CH:26][CH:27]=[CH:28][C:9]1=2)([CH3:4])([CH3:2])[CH3:3]. Reported procedure: To a solution of (5-oxo-1-phenyl-4,5-dihydro-2,3,6,10b-tetraaza-benzo[e]azulen-6-yl)-acetic acid tert-butyl ester (Preparation 13(B)) (3.66 g, 9.37 mmol) in toluene (94 mL) was added 1H-indole-3-carbaldehyde (1.63 g, 11.2 mmol) and piperidine (2.78 mL, 28.1 mmol). The reaction was heated to 110° C. in a Soxhlet for 10 hours and was stirred at room temperature for 24 hours. The precipitate was filtered and was washed with toluene to provide 6.47 g of [4-(1H-indol-3-ylmethylene)-5-oxo-1-phenyl-4,5...